This data is from the Open Reaction Database (ORD), a public repository of structured organic reaction records. The task is: describe an organic reaction: reactants, conditions, products, and yield Starting materials: teflon, BrC=1C=C(C(=O)NC=2SC=3C(=NC=C(C3N2)OC)N2CCOCC2)C=CN1 (2-bromo-N-(7-methoxy-4-morpholin-4-yl-thiazolo[5,4-c]pyridin-2-yl)-isonicotinamide), Cl.N1CC(C1)O (azetidin-3-ol hydrochloride), C([O-])([O-])=O.[Cs+].[Cs+] (cesium carbonate). Solvent: CN1C(CCC1)=O (N-methyl-pyrrolidone). Reaction conditions: temperature 150 celsius. Yields the product OC1CN(C1)C=1C=C(C(=O)NC=2SC=3C(=NC=C(C3N2)OC)N2CCOCC2)C=CN1 (2-(3-hydroxy-azetidin-1-yl)-N-(7-methoxy-4-morpholin-4-yl-thiazolo[5,4-c]pyridin-2-yl)-isonicotinamide). Yield: 14.9%. RXN SMILES: Br[C:2]1[CH:3]=[C:4]([CH:25]=[CH:26][N:27]=1)[C:5]([NH:7][C:8]1[S:9][C:10]2[C:11]([N:19]3[CH2:24][CH2:23][O:22][CH2:21][CH2:20]3)=[N:12][CH:13]=[C:14]([O:17][CH3:18])[C:15]=2[N:16]=1)=[O:6].Cl.[NH:29]1[CH2:32][CH:31]([OH:33])[CH2:30]1.C(=O)([O-])[O-].[Cs+].[Cs+]>CN1CCCC1=O>[OH:33][CH:31]1[CH2:32][N:29]([C:2]2[CH:3]=[C:4]([CH:25]=[CH:26][N:27]=2)[C:5]([NH:7][C:8]2[S:9][C:10]3[C:11]([N:19]4[CH2:24][CH2:23][O:22][CH2:21][CH2:20]4)=[N:12][CH:13]=[C:14]([O:17][CH3:18])[C:15]=3[N:16]=2)=[O:6])[CH2:30]1 |f:1.2,3.4.5|. Procedure details: A stirred suspension of 200 mg (0.44 mmol) 2-bromo-N-(7-methoxy-4-morpholin-4-yl-thiazolo[5,4-c]pyridin-2-yl)-isonicotinamide, 487 mg (4.44 mmol) azetidin-3-ol hydrochloride and 2.17 g (6.66 mmol) cesium carbonate in 6 ml N-methyl-pyrrolidone in a thick-walled glass pressure tube fitted with a teflon cap was heated at 150° C. for 6 h. The reaction mixture was then cooled to room temperature and partitioned between ethyl acetate and brine. The organic phase was dried over sodium sulfate and conce... Reactants: FC(OC1=CC=C(C=C1)CCBr)(F)F (2-(4-trifluoromethyloxyphenyl)ethyl bromide), [NH4+].[Cl-] (NH4Cl), FC(C1=CC=C(C=C1)Br)(F)F (4-trifluoromethylbromobenzene), FC(OC1=CC=C(C=C1)Br)(F)F (4-trifluoromethyloxybromobenzene), C(CCCC)C1CCC(CC1)C1CCC(CC1)=O (4-(4-pentylcyclohexyl)cyclohexanone). The solvent is C1CCOC1 (THF), C1CCOC1 (THF). Reaction conditions: temperature 90 celsius, time 2 hour. The product is FC(OC1=CC=C(C=C1)CCC1(CCC(CC1)C1CCC(CC1)CCCCC)O)(F)F (2-(4-trifluoromethyloxyphenyl)ethyl-4-(4-pentylcyclohexyl)cyclohexanol). Isolated yield 120.8%. As a reaction SMILES: [F:1][C:2]([F:14])([F:13])[O:3][C:4]1[CH:9]=[CH:8][C:7]([CH2:10][CH2:11]Br)=[CH:6][CH:5]=1.FC(F)(F)C1C=CC(Br)=CC=1.FC(F)(F)OC1C=CC(Br)=CC=1.[CH2:38]([CH:43]1[CH2:48][CH2:47][CH:46]([CH:49]2[CH2:54][CH2:53][C:52](=[O:55])[CH2:51][CH2:50]2)[CH2:45][CH2:44]1)[CH2:39][CH2:40][CH2:41][CH3:42].[NH4+].[Cl-]>C1COCC1>[F:1][C:2]([F:14])([F:13])[O:3][C:4]1[CH:9]=[CH:8][C:7]([CH2:10][CH2:11][C:52]2([OH:55])[CH2:51][CH2:50][CH:49]([CH:46]3[CH2:47][CH2:48][CH:43]([CH2:38][CH2:39][CH2:40][CH2:41][CH3:42])[CH2:44][CH2:45]3)[CH2:54][CH2:53]2)=[CH:6][CH:5]=1 |f:4.5|. Procedure: A mixture of 2-(4-trifluoromethyloxyphenyl)ethyl bromide (10.0 g, 0.037 mol) prepared in the same manner as in Example 1 except that 4-trifluoromethylbromobenzene was replaced by 4-trifluoromethyloxybromobenzene, with THF (50 ml), was heated at 90° C. for 40 minutes in a sealed tube reactor, to obtain a yellow, uniform solution, followed by adding this solution to a THF (40 ml) solution of 4-(4-pentylcyclohexyl)cyclohexanone (9.27 g, 0.037 mol), stirring the mixture at room temperature for 2 hou...